This data is from the Open Reaction Database (ORD), a public repository of structured organic reaction records. The task is: describe an organic reaction: reactants, conditions, products, and yield Starting materials: ClC=1C=C(C=CC1Cl)C1=CC(=NN1C1=CC=C(C=C1)OC)C[C@@H](C=1C=C(C=CC1)C)C1=NN=NN1CCC#N (3-(5-{(S)-2-[5-(3,4-dichloro-phenyl)-1-(4-methoxy-phenyl)-1H-pyrazol-3-yl]-1-m-tolyl-ethyl}-tetrazol-1-yl)-propionitrile), C1CCC2=NCCCN2CC1 (DBU). Solvent: ClCCl (Dichloromethane), ClCCl (dichloromethane). Reaction conditions: time 48 hour. Yields the product ClC=1C=C(C=CC1Cl)C1=CC(=NN1C1=CC=C(C=C1)OC)C[C@@H](C=1C=C(C=CC1)C)C1=NN=NN1 (5-{(S)-2-[5-(3,4-Dichloro-phenyl)-1-(4-methoxy-phenyl)-1H-pyrazol-3-yl]-1-m-tolyl-ethyl}-1H-tetrazole). The yield is 95.3%. RXN SMILES: [Cl:1][C:2]1[CH:3]=[C:4]([C:9]2[N:13]([C:14]3[CH:19]=[CH:18][C:17]([O:20][CH3:21])=[CH:16][CH:15]=3)[N:12]=[C:11]([CH2:22][C@H:23]([C:31]3[N:35](CCC#N)[N:34]=[N:33][N:32]=3)[C:24]3[CH:25]=[C:26]([CH3:30])[CH:27]=[CH:28][CH:29]=3)[CH:10]=2)[CH:5]=[CH:6][C:7]=1[Cl:8].C1CCN2C(=NCCC2)CC1>ClCCl>[Cl:1][C:2]1[CH:3]=[C:4]([C:9]2[N:13]([C:14]3[CH:15]=[CH:16][C:17]([O:20][CH3:21])=[CH:18][CH:19]=3)[N:12]=[C:11]([CH2:22][C@H:23]([C:31]3[NH:35][N:34]=[N:33][N:32]=3)[C:24]3[CH:25]=[C:26]([CH3:30])[CH:27]=[CH:28][CH:29]=3)[CH:10]=2)[CH:5]=[CH:6][C:7]=1[Cl:8]. Reported procedure: To a solution of 3-(5-{(S)-2-[5-(3,4-dichloro-phenyl)-1-(4-methoxy-phenyl)-1H-pyrazol-3-yl]-1-m-tolyl-ethyl}-tetrazol-1-yl)-propionitrile (1.5 g, 2.7 mmol) in dichloromethane (25 mL) was added DBU (2.9 mL, 18.9 mmol, 7.0 equiv), and the mixture was stirred at room temperature for 48 h. Dichloromethane (200 mL) was added, and the resulting mixture was washed with 1 N HCl (2×100 mL) then water (100 mL), dried (Na2SO4), and concentrated under reduced pressure. The crude residue was purified by flas... Reactants: C(C)(C)(C)OC(=O)N1[C@H](CCC1)CO ((R)-1-t-butoxycarbonyl-2-pyrrolidinemethanol), ClC=1C=C(C=NC1)OC[C@H]1N(CCC1)C(=O)OC(C)(C)C (5-chloro-3-((1-t-butoxycarbonyl-2-(S)-pyrrolidinyl)methoxy)pyridine), C(C)(C)(C)OC(=O)N1[C@@H](CCC1)CO ((S)-1-t-Butoxycarbonyl-2-pyrrolidinemethanol). Product: CC1=NC=CC=C1OC[C@@H]1NCCC1 (2-methyl-3-(2-(R)-pyrrolidinylmethoxy)pyridine). RXN SMILES: C(OC([N:8]1[CH2:12][CH2:11][CH2:10][C@@H:9]1[CH2:13][OH:14])=O)(C)(C)C.ClC1C=C(OC[C@@H]2CCCN2C(OC(C)(C)C)=O)C=NC=1.C(O[C:41]([N:43]1[CH2:47][CH2:46][CH2:45][C@H:44]1[CH2:48]O)=O)(C)(C)C>>[CH3:48][C:44]1[C:45]([O:14][CH2:13][C@H:9]2[CH2:10][CH2:11][CH2:12][NH:8]2)=[CH:46][CH:47]=[CH:41][N:43]=1. Procedure: Replacing (S)-1-t-butoxycarbonyl-2-pyrrolidinemethanol of Example 15 with (R)-1-t-butoxycarbonyl-2-pyrrolidinemethanol (Aldrich Chemical Co.), and following the procedure of steps 15a and 15b, the title compound was prepared. The MS and 1H NMR spectra were similar to compound 15a. Reactants: COc1cc(N2CCN(C(=O)OC(C)(C)C)C(CO)C2)ccc1Cl, CI, CN(C)C=O, [H-], [Na+]. Product: COCC1CN(c2ccc(Cl)c(OC)c2)CCN1C(=O)OC(C)(C)C. RXN SMILES: [C:1]([CH3:2])([CH3:3])([CH3:4])[O:5][C:6](=[O:7])[N:8]1[CH:9]([CH2:23][OH:24])[CH2:10][N:11]([c:14]2[cH:15][c:16]([O:21][CH3:22])[c:17]([Cl:20])[cH:18][cH:19]2)[CH2:12][CH2:13]1.[CH3:25][I:26].[CH3:29][N:30]([CH3:31])[CH:32]=[O:33].[H-:27].[Na+:28]>>[C:1]([CH3:2])([CH3:3])([CH3:4])[O:5][C:6](=[O:7])[N:8]1[CH:9]([CH2:23][O:24][CH3:25])[CH2:10][N:11]([c:14]2[cH:15][c:16]([O:21][CH3:22])[c:17]([Cl:20])[cH:18][cH:19]2)[CH2:12][CH2:13]1. The reactants are O (H2O), C(C)(C)(C)OC(C(CC)C#N)=O (2-cyano-butyric acid tert-butyl ester), C1CCC2=NCCCN2CC1 (DBU), IC (iodomethane). Run in CCOC(=O)C (EtOAc), CN(C)C=O (DMF). Reaction conditions: temperature 40 celsius. Yields the product C(C)(C)(C)OC(C(CC)(C)C#N)=O (2-Cyano-2-methyl-butyric acid tert-butyl ester). As a reaction SMILES: [C:1]([O:5][C:6](=[O:12])[CH:7]([C:10]#[N:11])[CH2:8][CH3:9])([CH3:4])([CH3:3])[CH3:2].[CH2:13]1CCN2C(=NCCC2)CC1.IC.O>CN(C=O)C.CCOC(C)=O>[C:1]([O:5][C:6](=[O:12])[C:7]([C:10]#[N:11])([CH3:13])[CH2:8][CH3:9])([CH3:2])([CH3:3])[CH3:4]. Procedure details: To a solution of 2-cyano-butyric acid tert-butyl ester (810 mg, 4.79 mmoL) and DBU (1.4 mL, 9.58 mmol) in DMF (5 mL) was added iodomethane (1.2 mL, 19.20 mmol) dropwise at 0° C. The resulting mixture was heated to 40° C. for 24 hours. After cooling to room temperature, H2O (50 mL) and EtOAc (50 mL) were added. The layers were separated and the aqueous layer was extracted twice with EtOAc. The combined organic layers were dried over MgSO4, concentrated, and purified by flash chromatography (0-30%... Starting materials: Br, CS(=O)(=O)c1ccc(-c2nc3c(s2)CN(C(=O)OCc2ccccc2)CC3)cc1, CC(=O)O. Yields the product CS(=O)(=O)c1ccc(-c2nc3c(s2)CNCC3)cc1. RXN SMILES: [BrH:30].[CH3:1][S:2](=[O:3])(=[O:4])[c:5]1[cH:6][cH:7][c:8](-[c:11]2[s:12][c:13]3[c:18]([n:19]2)[CH2:17][CH2:16][N:15]([C:20]([O:21][CH2:22][c:23]2[cH:24][cH:25][cH:26][cH:27][cH:28]2)=[O:29])[CH2:14]3)[cH:9][cH:10]1.[CH3:31][C:32](=[O:33])[OH:34]>>[CH3:1][S:2](=[O:3])(=[O:4])[c:5]1[cH:6][cH:7][c:8](-[c:11]2[s:12][c:13]3[c:18]([n:19]2)[CH2:17][CH2:16][NH:15][CH2:14]3)[cH:9][cH:10]1. Reactants: [OH-].[Na+] (Sodium hydroxide), C(C)(=O)C1=CN(C2=CC(=CC=C12)C(=O)OC)CCCC (Methyl 3-acetyl-1-butyl-1H-indole-6-carboxylate), [OH-].[Na+] (Sodium hydroxide). Solvent: CO (Methanol), CO (methanol). Run at time 8 hour. Yields the product C(C)(=O)C1=CN(C2=CC(=CC=C12)C(=O)O)CCCC (3-acetyl-1-butyl-1H-indole-6-carboxylic acid). Isolated yield 84.3%. Reaction SMILES: [C:1]([C:4]1[C:12]2[C:7](=[CH:8][C:9]([C:13]([O:15]C)=[O:14])=[CH:10][CH:11]=2)[N:6]([CH2:17][CH2:18][CH2:19][CH3:20])[CH:5]=1)(=[O:3])[CH3:2].[OH-].[Na+]>CO>[C:1]([C:4]1[C:12]2[C:7](=[CH:8][C:9]([C:13]([OH:15])=[O:14])=[CH:10][CH:11]=2)[N:6]([CH2:17][CH2:18][CH2:19][CH3:20])[CH:5]=1)(=[O:3])[CH3:2] |f:1.2|. Procedure: Methyl 3-acetyl-1-butyl-1H-indole-6-carboxylate (2.00 g) was dissolved in methanol (100 mL). Sodium hydroxide (1N) was added until the mixture became slightly cloudy. Methanol was again added (20 mL) until the solution was clear. Sodium hydroxide was again added until the mixture was slightly cloudy. The mixture was allowed to stir at room temperature overnight. The solution was concentrated to half its original volume and hydrochloric acid (2N) was added until the aqueous layer indicated a pH o... Starting materials: CCOC(=O)Cc1csc(N)n1, O=S(=O)(Cl)c1ccccc1, c1ccncc1. Product: CCOC(=O)Cc1csc(NS(=O)(=O)c2ccccc2)n1. Reaction SMILES: [NH2:1][c:2]1[s:3][cH:4][c:5]([CH2:7][C:8](=[O:9])[O:10][CH2:11][CH3:12])[n:6]1.[c:13]1([S:19](=[O:20])(=[O:21])[Cl:22])[cH:14][cH:15][cH:16][cH:17][cH:18]1.[cH:23]1[cH:24][cH:25][n:26][cH:27][cH:28]1>>[NH:1]([c:2]1[s:3][cH:4][c:5]([CH2:7][C:8](=[O:9])[O:10][CH2:11][CH3:12])[n:6]1)[S:19]([c:13]1[cH:14][cH:15][cH:16][cH:17][cH:18]1)(=[O:20])=[O:21].